This data is from the Open Reaction Database (ORD), a public repository of structured organic reaction records. The task is: describe an organic reaction: reactants, conditions, products, and yield Reactants: COC=1C=C(C=CC1)C(C(=O)OC)(C)C (methyl 2-(3-methoxyphenyl)-2-methylpropanoate). The solvent is C1CCOC1 (THF), CO (MeOH), [Li+].[OH-] (LiOH). Run at temperature 60 celsius. Product: COC=1C=C(C=CC1)C(C(=O)O)(C)C (2-(3-methoxyphenyl)-2-methylpropanoic acid). RXN SMILES: [CH3:1][O:2][C:3]1[CH:4]=[C:5]([C:9]([CH3:15])([CH3:14])[C:10]([O:12]C)=[O:11])[CH:6]=[CH:7][CH:8]=1>C1COCC1.CO.[Li+].[OH-]>[CH3:1][O:2][C:3]1[CH:4]=[C:5]([C:9]([CH3:15])([CH3:14])[C:10]([OH:12])=[O:11])[CH:6]=[CH:7][CH:8]=1 |f:3.4|. Reported procedure: To methyl 2-(3-methoxyphenyl)-2-methylpropanoate (800 mg, 4 mmol) in THF (10 ml) and MeOH (10 ml), aqueous LiOH (excess) was added and the reaction mixture was heated at 60° C. for 7 h. Then volatiles were removed in vacuum and the aqueous layer was extracted with ether. Ether layer was discarded. Then the aqueous layer was acidified and extracted with ethyl acetate. Organic layer was dried with sodium sulfate and volatiles removed under vacuum to yield 2-(3-methoxyphenyl)-2-methylpropanoic acid... Starting materials: N12CC(C(CC1)CC2)OC2=CC=C(N=N2)C2=C1C=CNC1=CC=C2 (4-[6-(1-azabicyclo[2.2.2]oct-3-yloxy)pyridazin-3-yl]-1H-indole), C(\C=C\C(=O)O)(=O)O (fumaric acid). Solvent: CCOC(=O)C.CCO (EtOAc EtOH). Product: C(\C=C\C(=O)O)(=O)O.N12CC(C(CC1)CC2)OC2=CC=C(N=N2)C2=C1C=CNC1=CC=C2 (4-[6-(1-azabicyclo[2.2.2]oct-3-yloxy)pyridazin-3-yl]-1H-indole fumarate). As a reaction SMILES: [N:1]12[CH2:8][CH2:7][CH:4]([CH2:5][CH2:6]1)[CH:3]([O:9][C:10]1[N:15]=[N:14][C:13]([C:16]3[CH:24]=[CH:23][CH:22]=[C:21]4[C:17]=3[CH:18]=[CH:19][NH:20]4)=[CH:12][CH:11]=1)[CH2:2]2.[C:25]([OH:32])(=[O:31])/[CH:26]=[CH:27]/[C:28]([OH:30])=[O:29]>CCOC(C)=O.CCO>[C:25]([OH:32])(=[O:31])/[CH:26]=[CH:27]/[C:28]([OH:30])=[O:29].[N:1]12[CH2:8][CH2:7][CH:4]([CH2:5][CH2:6]1)[CH:3]([O:9][C:10]1[N:15]=[N:14][C:13]([C:16]3[CH:24]=[CH:23][CH:22]=[C:21]4[C:17]=3[CH:18]=[CH:19][NH:20]4)=[CH:12][CH:11]=1)[CH2:2]2 |f:2.3,4.5|. Procedure details: The product of Example 8A (45 mg, 0.14 mmol) was treated with fumaric acid (23 mg, 0.2 mmol) in EtOAc/EtOH (v. 1:1, 3 mL) at ambient temperature for 10 h. The title compound was obtained as solid (56 mg, yield, 85%). 1H NMR (300 MHz, CD3OD) δ 1.90–2.23 (m, 3H), 2.33–2.48 (m, 1H), 2.62–2.70 (m, 1H), 3.21–3.54 (m, 5H), 3.92–4.03 (m, 1H), 5.54–5.62 (m, 1H), 6.69 (s, 2.5H), 6.78 (dd, J=3.4, 1.0 Hz, 1H), 7.26 (t, J=7.5 Hz, 1H), 7.35–7.44 (m, 3H), 7.55 (dt, J=8.1, 1.1 Hz, 1H), 8.13 (d, J=9.2 Hz, 1H) p... The reactants are BrC1=CC=C(C=C1)C(CC(=O)C=1C=CC(N(C1)C)=O)C1=C(C=C(C=C1)Cl)F (5-[3-(4-bromo-phenyl)-3-(4-chloro-2-fluoro-phenyl)-propionyl]-1-methyl-1H-pyridin-2-one), Cl.NO (hydroxylamine hydrochloride), C(=O)(O)[O-].[Na+] (NaHCO3). Yields the product BrC1=CC=C(C=C1)C(C\C(=N/O)\C=1C=CC(N(C1)C)=O)C1=C(C=C(C=C1)Cl)F (5-{3-(4-Bromo-phenyl)-3-(4-chloro-2-fluoro-phenyl)-1-[(E)-hydroxyimino]-propyl}-1-methyl-1H-pyridin-2-one). Reaction SMILES: [Br:1][C:2]1[CH:7]=[CH:6][C:5]([CH:8]([C:20]2[CH:25]=[CH:24][C:23]([Cl:26])=[CH:22][C:21]=2[F:27])[CH2:9][C:10]([C:12]2[CH:13]=[CH:14][C:15](=[O:19])[N:16]([CH3:18])[CH:17]=2)=O)=[CH:4][CH:3]=1.Cl.[NH2:29][OH:30].C([O-])(O)=O.[Na+]>>[Br:1][C:2]1[CH:7]=[CH:6][C:5]([CH:8]([C:20]2[CH:25]=[CH:24][C:23]([Cl:26])=[CH:22][C:21]=2[F:27])[CH2:9]/[C:10](/[C:12]2[CH:13]=[CH:14][C:15](=[O:19])[N:16]([CH3:18])[CH:17]=2)=[N:29]\[OH:30])=[CH:4][CH:3]=1 |f:1.2,3.4|. Reported procedure: In analogy to example 151, step 3, 5-[3-(4-bromo-phenyl)-3-(4-chloro-2-fluoro-phenyl)-propionyl]-1-methyl-1H-pyridin-2-one was reacted with hydroxylamine hydrochloride in the presence of NaHCO3 to give the title compound containing 12% of the corresponding Z isomer as an off-white foam, MS (ESI+): m/z=463.0 [M+H]+. The reactants are CC(=O)OCC(COC(C)=O)N(C)CC(=O)OC(C)(C)C, ClCCl, O=C(O)C(F)(F)F. Product: CC(=O)OCC(COC(C)=O)N(C)CC(=O)O. RXN SMILES: [C:1]([CH3:2])(=[O:3])[O:4][CH2:5][CH:6]([CH2:7][O:8][C:9]([CH3:10])=[O:11])[N:12]([CH2:13][C:14](=[O:15])[O:16][C:17]([CH3:18])([CH3:19])[CH3:20])[CH3:21].[Cl:29][CH2:30][Cl:31].[F:22][C:23]([F:24])([F:25])[C:26]([OH:27])=[O:28]>>[C:1]([CH3:2])(=[O:3])[O:4][CH2:5][CH:6]([CH2:7][O:8][C:9]([CH3:10])=[O:11])[N:12]([CH2:13][C:14](=[O:15])[OH:16])[CH3:21].